Dataset: the Open Reaction Database (ORD), a public repository of structured organic reaction records. Task: describe an organic reaction: reactants, conditions, products, and yield The product is FC1=C(C=CC(=C1F)[N+](=O)[O-])C (2,3-Difluoro-4-nitrotoluene). The solvent is CN(C=O)C (dimethylformamide). Conditions: temperature 50 celsius, time 30 minute. The reactants are FC1=C(C(=CC=C1F)[N+](=O)[O-])C (2,3-difluoro-6-nitrotoluene), FC1=C(C=CC(=C1F)[N+](=O)[O-])CC(=O)O (2,3-difluoro-4-nitrophenylacetic acid), FC1=C(C(=CC=C1F)[N+](=O)[O-])CC(=O)O (2,3-difluoro-6-nitrophenylacetic acid), C([O-])([O-])=O.[K+].[K+] (potassium carbonate). RXN SMILES: [F:1][C:2]1[C:7]([F:8])=[C:6]([N+:9]([O-:11])=[O:10])[CH:5]=[CH:4][C:3]=1[CH2:12]C(O)=O.FC1C(F)=CC=C([N+]([O-])=O)C=1CC(O)=O.C(=O)([O-])[O-].[K+].[K+].FC1C(F)=CC=C([N+]([O-])=O)C=1C>CN(C)C=O>[F:1][C:2]1[C:7]([F:8])=[C:6]([N+:9]([O-:11])=[O:10])[CH:5]=[CH:4][C:3]=1[CH3:12] |f:2.3.4|. Reported procedure: The mixture of 2,3-difluoro-4-nitrophenylacetic acid and 2,3-difluoro-6-nitrophenylacetic acid from D16 (13.5 g) was dissolved in dimethylformamide (100 ml) and potassium carbonate (8.5 g) added. After stirring at 50° C. for 30 min the cooled solution was partitioned between aqueous hydrochloric acid and hexane. Drying (MgSO4), evaporation, and chromatography (0-5% ethyl acetate in hexane, 70 g silica column) gave 3.2 g of a 3:1 mixture of the title compound and 2,3-difluoro-6-nitrotoluene. Starting materials: BrC=1C=C(C(N(C1)C)=O)NC(OC(C)(C)C)=O (tert-butyl N-(5-bromo-1-methyl-2-oxopyridin-3-yl)carbamate), [H-].[Na+] (NaH), CI (CH3I). Run in CN(C)C=O (DMF). Conditions: time 30 minute. The product is BrC=1C=C(C(N(C1)C)=O)N(C(OC(C)(C)C)=O)C (tert-butyl N-(5-bromo-1-methyl-2-oxopyridin-3-yl)-N-methylcarbamate). Isolated yield 76.5%. Reaction SMILES: [Br:1][C:2]1[CH:3]=[C:4]([NH:10][C:11](=[O:17])[O:12][C:13]([CH3:16])([CH3:15])[CH3:14])[C:5](=[O:9])[N:6]([CH3:8])[CH:7]=1.[H-].[Na+].[CH3:20]I>CN(C=O)C>[Br:1][C:2]1[CH:3]=[C:4]([N:10]([CH3:20])[C:11](=[O:17])[O:12][C:13]([CH3:14])([CH3:16])[CH3:15])[C:5](=[O:9])[N:6]([CH3:8])[CH:7]=1 |f:1.2|. Procedure: To a solution of tert-butyl N-(5-bromo-1-methyl-2-oxopyridin-3-yl)carbamate (150.0 mg, impure) in DMF (10 mL) was added NaH (60.0 mg, 1.5 mol, 60% in oil) in portions at 0° C. It was stirred for 30 min. Then CH3I (231.0 mg, 1.5 mmol) was added dropwise at 0° C. The reaction mixture was stirred for 2 h at 30° C. The reaction was quenched with saturated aqueous NH4Cl (15 mL), extracted with EA (20 mL), washed with brine (20 mL), dried over Na2SO4, filtered and concentrated to give the title compou...